describe an organic reaction: reactants, conditions, products, and yield From a dataset of the Open Reaction Database (ORD), a public repository of structured organic reaction records. The reactants are C(=O)(O)C(CCCCCCC(=O)OCC)CCCC(CCCCC)OC(C)=O (ethyl 8-carboxy-12-acetoxyheptadecanoate), mercuric oxide, BrBr (bromine). Run in C(Cl)(Cl)(Cl)Cl (carbon tetrachloride). Product: BrC(CCCCCCC(=O)OCC)CCCC(CCCCC)OC(C)=O (ethyl 8-bromo-12-acetoxyheptadecanoate). Reaction SMILES: C([CH:4]([CH2:16][CH2:17][CH2:18][CH:19]([O:25][C:26](=[O:28])[CH3:27])[CH2:20][CH2:21][CH2:22][CH2:23][CH3:24])[CH2:5][CH2:6][CH2:7][CH2:8][CH2:9][CH2:10][C:11]([O:13][CH2:14][CH3:15])=[O:12])(O)=O.[Br:29]Br>C(Cl)(Cl)(Cl)Cl>[Br:29][CH:4]([CH2:16][CH2:17][CH2:18][CH:19]([O:25][C:26](=[O:28])[CH3:27])[CH2:20][CH2:21][CH2:22][CH2:23][CH3:24])[CH2:5][CH2:6][CH2:7][CH2:8][CH2:9][CH2:10][C:11]([O:13][CH2:14][CH3:15])=[O:12]. Procedure: A mixture of ethyl 8-carboxy-12-acetoxyheptadecanoate (31.5 g., 0.079 mole), red mercuric oxide (12.8 g., 0.059 mole), and carbon tetrachloride (200 ml.) is stirred at room temperature while bromine (12.6 g., 0.079 mole) is added dropwise during one hour. The resulting mixture is heated at reflux for 1 hour. The mixture is then cooled, filtered, washed with dilute hydrochloric acid, water and brine and dried over sodium sulfate. The solution is evaporated in vacuo to leave the product as a yello... Starting materials: CCOC(=O)C=Cc1ccc(Oc2c(-c3ccccc3)c(CC)cc3cc(OC)ccc23)cc1, C1CCOC1, CCO, CO, ClC(Cl)Cl, Cl, [Na+], [OH-]. Product: CCc1cc2cc(OC)ccc2c(Oc2ccc(C=CC(=O)O)cc2)c1-c1ccccc1. RXN SMILES: [CH2:1]([CH3:2])[c:3]1[c:4](-[c:29]2[cH:30][cH:31][cH:32][cH:33][cH:34]2)[c:5]([O:15][c:16]2[cH:17][cH:18][c:19]([CH:22]=[CH:23][C:24](=[O:25])[O:26][CH2:27][CH3:28])[cH:20][cH:21]2)[c:6]2[cH:7][cH:8][c:9]([O:13][CH3:14])[cH:10][c:11]2[cH:12]1.[CH2:42]1[O:43][CH2:44][CH2:45][CH2:46]1.[CH3:47][CH2:48][OH:49].[CH3:50][OH:51].[Cl:38][CH:39]([Cl:40])[Cl:41].[ClH:37].[Na+:36].[OH-:35]>>[CH2:1]([CH3:2])[c:3]1[c:4](-[c:29]2[cH:30][cH:31][cH:32][cH:33][cH:34]2)[c:5]([O:15][c:16]2[cH:17][cH:18][c:19]([CH:22]=[CH:23][C:24](=[O:25])[OH:26])[cH:20][cH:21]2)[c:6]2[cH:7][cH:8][c:9]([O:13][CH3:14])[cH:10][c:11]2[cH:12]1. Reactants: BrC1=CC=C(C=C1)S(=O)(=O)N[C@@H](CCCCNS(=O)(=O)C1=CC=C(C=C1)Br)C(=O)O (Nα,Nε-di-(4-bromobenzenesulfonyl)-L-lysine), FC1=CC=C(CBr)C=C1 (4-fluorobenzyl bromide). Yields the product BrC1=CC=C(C=C1)S(=O)(=O)N[C@@H](CCCCN(CC1=CC=C(C=C1)F)S(=O)(=O)C1=CC=C(C=C1)Br)C(=O)O (Nα,Nε-di-(4-bromobenzenesulfonyl)-Nε-(4-fluorobenzyl)-L-lysine). Isolated yield 85.0%. As a reaction SMILES: [Br:1][C:2]1[CH:7]=[CH:6][C:5]([S:8]([NH:11][C@H:12]([C:28]([OH:30])=[O:29])[CH2:13][CH2:14][CH2:15][CH2:16][NH:17][S:18]([C:21]2[CH:26]=[CH:25][C:24]([Br:27])=[CH:23][CH:22]=2)(=[O:20])=[O:19])(=[O:10])=[O:9])=[CH:4][CH:3]=1.[F:31][C:32]1[CH:39]=[CH:38][C:35]([CH2:36]Br)=[CH:34][CH:33]=1>>[Br:1][C:2]1[CH:7]=[CH:6][C:5]([S:8]([NH:11][C@H:12]([C:28]([OH:30])=[O:29])[CH2:13][CH2:14][CH2:15][CH2:16][N:17]([S:18]([C:21]2[CH:22]=[CH:23][C:24]([Br:27])=[CH:25][CH:26]=2)(=[O:20])=[O:19])[CH2:36][C:35]2[CH:38]=[CH:39][C:32]([F:31])=[CH:33][CH:34]=2)(=[O:10])=[O:9])=[CH:4][CH:3]=1. Reported procedure: Nα,Nε-di-(4-bromobenzenesulfonyl)-L-lysine was reacted with 4-fluorobenzyl bromide under the conditions described in example 127 to yield 85% of the desired product.